This data is from the Open Reaction Database (ORD), a public repository of structured organic reaction records. The task is: describe an organic reaction: reactants, conditions, products, and yield Starting materials: C(C)(C)OC1=C2C(C(=C(NC2=CC=N1)C)C(=O)OC)C1=CC=CC=C1 (methyl (±)-1,4-dihydro-5-isopropoxy-2-methyl-4-phenyl-1,6-naphthyridine-3-carboxylate), CN1CCNCC1 (N-methylpiperazine), N1=CC=CC=C1 (pyridine), pyridinium bromide perbromide. The solvent is C(C)O (ethanol), C(Cl)(Cl)Cl (chloroform). Conditions: temperature -10 celsius, time 30 minute. Yields the product C(C)(C)OC1=C2C(C(=C(NC2=CC=N1)CN1CCN(CC1)C)C(=O)OC)C1=CC=CC=C1 (methyl (±)-1,4-dihydro-5 -isopropoxy-2-[(4-methyl-piperazin-l-yl)-methyl]-4-phenyl-1,6-naphthyridine-3-carboxylate). RXN SMILES: [CH:1]([O:4][C:5]1[N:14]=[CH:13][CH:12]=[C:11]2[C:6]=1[CH:7]([C:20]1[CH:25]=[CH:24][CH:23]=[CH:22][CH:21]=1)[C:8]([C:16]([O:18][CH3:19])=[O:17])=[C:9]([CH3:15])[NH:10]2)([CH3:3])[CH3:2].N1C=CC=CC=1.C1C=C[NH+]=CC=1.Br[Br-]Br.[CH3:41][N:42]1[CH2:47][CH2:46][NH:45][CH2:44][CH2:43]1>C(O)C.C(Cl)(Cl)Cl>[CH:1]([O:4][C:5]1[N:14]=[CH:13][CH:12]=[C:11]2[C:6]=1[CH:7]([C:20]1[CH:21]=[CH:22][CH:23]=[CH:24][CH:25]=1)[C:8]([C:16]([O:18][CH3:19])=[O:17])=[C:9]([CH2:15][N:45]1[CH2:46][CH2:47][N:42]([CH3:41])[CH2:43][CH2:44]1)[NH:10]2)([CH3:3])[CH3:2] |f:2.3|. Procedure details: 1.0 g (3.0 mMole) methyl (±)-1,4-dihydro-5-isopropoxy-2-methyl-4-phenyl-1,6-naphthyridine-3-carboxylate (for the preparation cf. Federal Republic of Germany Patent Specification No. 34 31 303) in ethanol-free chloroform is cooled to -10° C., mixed with 0.26 ml (3.2 mMole) pyridine and subsequently portionwise with 1.1 g (3.1 mMole) pyridinium bromide perbromide (90%). After 30 minutes at -10° C., 0.62 g (6.2 mMole) N-methylpiperazine is added dropwise thereto and the reaction mixture is stirred ... Reactants: Cc1ccc(O)c(C(C)(C)C)c1C(C)(C)C, CCCC[Sn](CCCC)(CCCC)c1cnccn1, COC(=O)c1cc(I)c(C(F)(F)F)cc1N, [Cl-], [Li+], C1COCCO1. Product: COC(=O)c1cc(-c2cnccn2)c(C(F)(F)F)cc1N. RXN SMILES: [C:38]([c:39]1[c:40]([CH3:41])[cH:42][cH:43][c:44]([OH:45])[c:46]1[C:47]([CH3:48])([CH3:49])[CH3:50])([CH3:51])([CH3:52])[CH3:53].[CH2:17]([Sn:18]([CH2:19][CH2:20][CH2:21][CH3:28])([c:22]1[n:23][cH:24][cH:25][n:26][cH:27]1)[CH2:29][CH2:30][CH2:31][CH3:32])[CH2:33][CH2:34][CH3:35].[CH3:1][O:2][C:3]([c:4]1[c:5]([NH2:15])[cH:6][c:7]([C:11]([F:12])([F:13])[F:14])[c:8]([I:10])[cH:9]1)=[O:16].[Cl-:36].[Li+:37].[O:54]1[CH2:55][CH2:56][O:57][CH2:58][CH2:59]1>>[CH3:1][O:2][C:3]([c:4]1[c:5]([NH2:15])[cH:6][c:7]([C:11]([F:12])([F:13])[F:14])[c:8](-[c:22]2[n:23][cH:24][cH:25][n:26][cH:27]2)[cH:9]1)=[O:16].